This data is from the Open Reaction Database (ORD), a public repository of structured organic reaction records. The task is: describe an organic reaction: reactants, conditions, products, and yield Reactants: O=C([O-])[O-], CC#N, Cl, O=S(=O)(c1cccc(C2CCNCC2)c1F)C(F)(F)F, CCI, [K+], [K+]. Product: CCN1CCC(c2cccc(S(=O)(=O)C(F)(F)F)c2F)CC1. Reaction SMILES: [C:21](=[O:22])([O-:23])[O-:24].[CH3:31][C:32]#[N:33].[ClH:30].[F:1][c:2]1[c:3]([CH:15]2[CH2:16][CH2:17][NH:18][CH2:19][CH2:20]2)[cH:4][cH:5][cH:6][c:7]1[S:8](=[O:9])(=[O:10])[C:11]([F:12])([F:13])[F:14].[I:27][CH2:28][CH3:29].[K+:25].[K+:26]>>[F:1][c:2]1[c:3]([CH:15]2[CH2:16][CH2:17][N:18]([CH2:28][CH3:29])[CH2:19][CH2:20]2)[cH:4][cH:5][cH:6][c:7]1[S:8](=[O:9])(=[O:10])[C:11]([F:12])([F:13])[F:14]. Starting materials: NC1=C2C=CC(=C(C2=CC=C1)O)C(=O)O (5-Amino-1-hydroxy-2-naphthoic acid), ClS(=O)(=O)C=1C=C(C=CC1OC)S(=O)(=O)F (3-chlorosulfonyl-4-methoxybenzenesulfonylfluoride), ClS(=O)(=O)C=1C=C(C=CC1OC)S(=O)(=O)F (3-Chlorosulfonyl-4-methoxybenzenesulfonylfluoride), CN(C1=CC=CC=C1)C (N,N-Dimethylaniline), ice water, Cl (hydrochloric acid). The solvent is CN(C(C)=O)C (N,N-dimethylacetamide). Conditions: temperature 22 celsius, time 16 hour. Product: FS(=O)(=O)C=1C=CC(=C(C1)S(=O)(=O)NC1=C2C=CC(=C(C2=CC=C1)O)C(=O)O)OC (5-(5-Fluorosulfonyl-2-methoxybenzenesulfonamido)-1-hydroxy-2-naphthoic acid). The yield is 36.4%. As a reaction SMILES: [NH2:1][C:2]1[CH:11]=[CH:10][CH:9]=[C:8]2[C:3]=1[CH:4]=[CH:5][C:6]([C:13]([OH:15])=[O:14])=[C:7]2[OH:12].Cl[S:17]([C:20]1[CH:21]=[C:22]([S:28]([F:31])(=[O:30])=[O:29])[CH:23]=[CH:24][C:25]=1[O:26][CH3:27])(=[O:19])=[O:18].CN(C)C1C=CC=CC=1.Cl>CN(C)C(=O)C>[F:31][S:28]([C:22]1[CH:23]=[CH:24][C:25]([O:26][CH3:27])=[C:20]([S:17]([NH:1][C:2]2[CH:11]=[CH:10][CH:9]=[C:8]3[C:3]=2[CH:4]=[CH:5][C:6]([C:13]([OH:15])=[O:14])=[C:7]3[OH:12])(=[O:18])=[O:19])[CH:21]=1)(=[O:29])=[O:30]. Procedure: 5-Amino-1-hydroxy-2-naphthoic acid (10.2 g, 50 mmol) and 3-chlorosulfonyl-4-methoxybenzenesulfonylfluoride (14.4 g, 50 mmol) as prepared as in 1A were suspended in N,N-dimethylacetamide (100 ml). N,N-Dimethylaniline (15.1 g, 125 mmol) was added, the mixture was stirred at room temperature (22° C.) for 16 hours, and was then poured into ice water (750 ml) acidified with concentrated hydrochloric acid (25 ml). The mixture was extracted with three portions of ethyl acetate (500 ml each). The combin... Starting materials: CC=1C=C(C=C(C1OC1=CC=C(C=C1)O)C)[N+](=O)[O-] (3,5-dimethyl-4-(4′-hydroxyphenoxy)nitrobenzene), ClS(=O)(=O)O (chlorosulfonic acid). Solvent: ClCCl (dichloromethane). Reaction conditions: time 16 hour. Product: CC1=C(OC=2C=CC(=C(C2)S(=O)(=O)O)O)C(=CC(=C1)[N+](=O)[O-])C (5-(2,6-dimethyl-4-nitrophenoxy)-2-hydroxy-benzenesulfonic acid). RXN SMILES: [CH3:1][C:2]1[CH:3]=[C:4]([N+:17]([O-:19])=[O:18])[CH:5]=[C:6]([CH3:16])[C:7]=1[O:8][C:9]1[CH:14]=[CH:13][C:12]([OH:15])=[CH:11][CH:10]=1.Cl[S:21]([OH:24])(=[O:23])=[O:22]>ClCCl>[CH3:16][C:6]1[CH:5]=[C:4]([N+:17]([O-:19])=[O:18])[CH:3]=[C:2]([CH3:1])[C:7]=1[O:8][C:9]1[CH:10]=[CH:11][C:12]([OH:15])=[C:13]([S:21]([OH:24])(=[O:23])=[O:22])[CH:14]=1. Procedure: A solution of the title B compound, 3,5-dimethyl-4-(4′-hydroxyphenoxy)nitrobenzene (7.86 g, 30.35 mmol) in 150 mL of dichloromethane (CH2Cl2) is treated with chlorosulfonic acid (2.4 mL, 36.42 mmol) at RT. After 16 h, the reaction mixture is concentrated and the residue is dissolved in small amount of CH2Cl2 (ca. 5 mL). The product is precipitated by addition of brine (100 mL), collected by vacuum filtration, washed with water, hexanes and diethyl ether (Et2O) and dried in vacuo to give 5-(2,6-d... Reactants: Cc1ccc([N+](=O)[O-])c(CO)c1, O=S(Cl)Cl, c1ccccc1. The product is Cc1ccc([N+](=O)[O-])c(CCl)c1. As a reaction SMILES: [CH3:1][c:2]1[cH:3][cH:4][c:5]([N+:10](=[O:11])[O-:12])[c:6]([CH2:7][OH:8])[cH:9]1.[S:13]([Cl:14])([Cl:15])=[O:16].[cH:17]1[cH:18][cH:19][cH:20][cH:21][cH:22]1>>[CH3:1][c:2]1[cH:3][cH:4][c:5]([N+:10](=[O:11])[O-:12])[c:6]([CH2:7][Cl:15])[cH:9]1. Reactants: C1(=CC=CC=C1)C#CC(CC(COC(C)=O)=O)C1=CC(=C(C=C1)OC)OC1CCCC1 ((+/-)-1-phenyl-3-(3-cyclopentyloxy-4-methoxyphenyl)-5-oxo-6-acetoxyhexyne), [OH-].[Na+] (NaOH), solution. Solvent: CO (MeOH), O (H2O). Conditions: time 3.5 hour. The product is C1(=CC=CC=C1)C#CC(CC(CO)=O)C1=CC(=C(C=C1)OC)OC1CCCC1 ((+/-)-1-Phenyl-3-(3-cyclopentyloxy-4-methoxyphenyl)-5-oxo-6-hydroxyhexyne). The yield is 24.9%. Reaction SMILES: [C:1]1([C:7]#[C:8][CH:9]([C:18]2[CH:23]=[CH:22][C:21]([O:24][CH3:25])=[C:20]([O:26][CH:27]3[CH2:31][CH2:30][CH2:29][CH2:28]3)[CH:19]=2)[CH2:10][C:11](=[O:17])[CH2:12][O:13]C(=O)C)[CH:6]=[CH:5][CH:4]=[CH:3][CH:2]=1.[OH-].[Na+]>CO.O>[C:1]1([C:7]#[C:8][CH:9]([C:18]2[CH:23]=[CH:22][C:21]([O:24][CH3:25])=[C:20]([O:26][CH:27]3[CH2:31][CH2:30][CH2:29][CH2:28]3)[CH:19]=2)[CH2:10][C:11](=[O:17])[CH2:12][OH:13])[CH:6]=[CH:5][CH:4]=[CH:3][CH:2]=1 |f:1.2|. Reported procedure: A solution of (+/-)-1-phenyl-3-(3-cyclopentyloxy-4-methoxyphenyl)-5-oxo-6-acetoxyhexyne (130 mg, 0.34 mmol) in MeOH (2 ml) was treated with NaOH (0.1 ml of a 2.5N solution), and the mixture was stirred at 23° for 3.5 hr. The reaction was diluted with H2O, and extracted with Et2O. The extracts were washed with H2O, dried, and the solvent removed. Purification by flash chromatography (silica gel, 50% Et2O in CH2Cl2) gave the titled compound as an oil (32 mg, 28%). 1H NMR (400 MHz, CDCl3) δ 7.42 (m... The reactants are O=Cc1ccc(Br)c(Br)c1, C1CCNCC1, CC(=O)O, O=C1CSC(=O)N1. Product: O=C1NC(=O)C(=Cc2ccc(Br)c(Br)c2)S1. RXN SMILES: [Br:8][c:9]1[cH:10][c:11]([CH:12]=[O:13])[cH:14][cH:15][c:16]1[Br:17].[CH2:18]1[CH2:19][CH2:20][NH:21][CH2:22][CH2:23]1.[CH3:24][C:25](=[O:26])[OH:27].[S:1]1[C:2](=[O:7])[NH:3][C:4](=[O:6])[CH2:5]1>>[S:1]1[C:2](=[O:7])[NH:3][C:4](=[O:6])[C:5]1=[CH:12][c:11]1[cH:10][c:9]([Br:8])[c:16]([Br:17])[cH:15][cH:14]1. Starting materials: FC1=C(C(=C(C=C1)CC=C)OC)OC (1-Fluoro-2,3-dimethoxy-4-(2-propenyl)benzene), B1C2CCCC1CCC2 (9-BBN), C(C)(C)O[BH-](OC(C)C)OC(C)C.[K+] (potassium triisopropoxyborohydride). Run at time 2 hour. The product is FC1=C(C(=C(C=C1)CCCC=O)OC)OC (4-Fluoro-2,3-dimethoxybenzene butanal). As a reaction SMILES: [F:1][C:2]1[CH:7]=[CH:6][C:5]([CH2:8][CH:9]=[CH2:10])=[C:4]([O:11][CH3:12])[C:3]=1[O:13][CH3:14].B1C2CCCC1CCC2.[CH:24]([O:27][BH-](OC(C)C)OC(C)C)(C)C.[K+]>>[F:1][C:2]1[CH:7]=[CH:6][C:5]([CH2:8][CH2:9][CH2:10][CH:24]=[O:27])=[C:4]([O:11][CH3:12])[C:3]=1[O:13][CH3:14] |f:2.3|. Reported procedure: The product from Example 54 (7.2 g) was treated with 9-BBN (85 ml, 0.5M in THF) at room temperature with stirring for 2 hours. The stirring was stopped and the reaction mixture cooled to 0° then potassium triisopropoxyborohydride (43 ml, 1.0M in THF) was added. Carbon monoxide was bubbled through the reaction mixture for 3 hours, then pH 7 buffer (60 ml) and 30% H2O2 (16 ml) was added with stirring and the reaction was allowed to stir overnight. The reaction mixture was quenched with water, and ... The reactants are C(C)(C)(C)C=1C=C(C=O)C=C(C1)C(C)(C)C (3,5-di-tertbutylbenzaldehyde), O (water), C(C)(C)(C)[O-].[K+] (potassium tert-butanolate), [Br-].BrC[P+](C1=CC=CC=C1)(C1=CC=CC=C1)C1=CC=CC=C1 (bromomethyltriphenylphosphonium bromide). Solvent: O1CCCC1 (tetrahydrofuran), O1CCCC1 (tetrahydrofuran). Run at temperature -70 celsius. Yields the product C(C)(C)(C)C=1C=C(C=C(C1)C(C)(C)C)C#C (3,5-Di-tert-butylphenylacetylene). As a reaction SMILES: [C:1]([O-])(C)(C)C.[K+].[Br-].BrC[P+](C1C=CC=CC=1)(C1C=CC=CC=1)C1C=CC=CC=1.[C:29]([C:33]1[CH:34]=[C:35]([CH:38]=[C:39]([C:41]([CH3:44])([CH3:43])[CH3:42])[CH:40]=1)[CH:36]=O)([CH3:32])([CH3:31])[CH3:30].O>O1CCCC1>[C:29]([C:33]1[CH:34]=[C:35]([C:36]#[CH:1])[CH:38]=[C:39]([C:41]([CH3:44])([CH3:43])[CH3:42])[CH:40]=1)([CH3:32])([CH3:31])[CH3:30] |f:0.1,2.3|. Reported procedure: 73.7 g (0.655 mol) of potassium tert-butanolate were added a little at a time to 117.6 g (0.269 mol) of bromomethyltriphenylphosphonium bromide in 420 ml of dry tetrahydrofuran at 25° C. while cooling. The reaction mixture was then stirred for half an hour and, at -70° C., a solution of 50 g (0.218 mol) of 3,5-di-tertbutylbenzaldehyde in 120 ml of dry tetrahydrofuran was added dropwise. After half an hour, the mixture was allowed to warm to room temperature, and was then stirred overnight and po... Procedure details: (S)-4-Glycyl-3-(1-methylpropyl)-2-oxopiperazine-1-acetic acid t-butyl ester hydrochloride obtained in Working Example 64 (364 mg) and 215 mg of 4-guanidino benzoic acid hydrochloride were subjected to substantially the same procedure as in Working Example 39 to afford 190 mg of the title compound as colorless powder. As a reaction SMILES: [ClH:1].C([O:6][C:7](=[O:24])[CH2:8][N:9]1[CH2:14][CH2:13][N:12]([C:15](=[O:18])[CH2:16][NH2:17])[C@@H:11]([CH:19]([CH3:22])[CH2:20][CH3:21])[C:10]1=[O:23])(C)(C)C.Cl.[NH:26]([C:30]1[CH:38]=[CH:37][C:33]([C:34](O)=[O:35])=[CH:32][CH:31]=1)[C:27]([NH2:29])=[NH:28]>>[ClH:1].[NH:26]([C:30]1[CH:38]=[CH:37][C:33]([C:34]([NH:17][CH2:16][C:15]([N:12]2[CH2:13][CH2:14][N:9]([CH2:8][C:7]([OH:6])=[O:24])[C:10](=[O:23])[C@@H:11]2[CH:19]([CH3:22])[CH2:20][CH3:21])=[O:18])=[O:35])=[CH:32][CH:31]=1)[C:27]([NH2:29])=[NH:28] |f:0.1,2.3,4.5|. Product: Cl.N(C(=N)N)C1=CC=C(C(=O)NCC(=O)N2[C@H](C(N(CC2)CC(=O)O)=O)C(CC)C)C=C1 ((S)-4-(4-Guanidinobenzoylglycyl)-3-(1-methylpropyl)-2-oxopiperazine-1-acetic acid hydrochloride). Starting materials: Cl.C(C)(C)(C)OC(CN1C([C@@H](N(CC1)C(CN)=O)C(CC)C)=O)=O ((S)-4-Glycyl-3-(1-methylpropyl)-2-oxopiperazine-1-acetic acid t-butyl ester hydrochloride), Example 64, Cl.N(C(=N)N)C1=CC=C(C(=O)O)C=C1 (4-guanidino benzoic acid hydrochloride). Reactants: CN, O=C1COC(=O)N1CCC1CCN(c2ccc3c(Cl)cccc3n2)CC1, C1CCOC1. Product: CNC(=O)COC(=O)NCCC1CCN(c2ccc3c(Cl)cccc3n2)CC1. RXN SMILES: [CH3:27][NH2:28].[Cl:1][c:2]1[c:3]2[cH:4][cH:5][c:6]([N:12]3[CH2:13][CH2:14][CH:15]([CH2:18][CH2:19][N:20]4[C:21](=[O:26])[O:22][CH2:23][C:24]4=[O:25])[CH2:16][CH2:17]3)[n:7][c:8]2[cH:9][cH:10][cH:11]1.[O:29]1[CH2:30][CH2:31][CH2:32][CH2:33]1>>[Cl:1][c:2]1[c:3]2[cH:4][cH:5][c:6]([N:12]3[CH2:13][CH2:14][CH:15]([CH2:18][CH2:19][NH:20][C:21]([O:22][CH2:23][C:24](=[O:25])[NH:28][CH3:27])=[O:26])[CH2:16][CH2:17]3)[n:7][c:8]2[cH:9][cH:10][cH:11]1.